From a dataset of the Open Reaction Database (ORD), a public repository of structured organic reaction records. describe an organic reaction: reactants, conditions, products, and yield The reactants are N1=CC(=CC=C1)C=O (3-pyridine-carboxaldehyde), [Br-].C(=O)(O)CCCCC[P+](C1=CC=CC=C1)(C1=CC=CC=C1)C1=CC=CC=C1 (5-carboxypentyl-triphenylphosphonium bromide), solution, C(CCC)[Li] (n-butyllithium), O (water). Solvent: C1CCOC1 (THF), CS(=O)C (DMSO), C1CCOC1 (THF), C(C)(=O)OCC (ethyl acetate). Conditions: time 45 minute. Yields the product N1=CC(=CC=C1)C=CCCCCC(=O)O (7-(3-pyridyl)-hept-6-enoic acid). RXN SMILES: [Br-].[C:2]([CH2:5][CH2:6][CH2:7][CH2:8][CH2:9][P+](C1C=CC=CC=1)(C1C=CC=CC=1)C1C=CC=CC=1)([OH:4])=[O:3].C([Li])CCC.[N:34]1[CH:39]=[CH:38][CH:37]=[C:36]([CH:40]=O)[CH:35]=1.O>CS(C)=O.C1COCC1.C(OCC)(=O)C>[N:34]1[CH:39]=[CH:38][CH:37]=[C:36]([CH:40]=[CH:9][CH2:8][CH2:7][CH2:6][CH2:5][C:2]([OH:4])=[O:3])[CH:35]=1 |f:0.1|. Reported procedure: To a suspension of 69 g of 5-carboxypentyl-triphenylphosphonium bromide in a mixture of 125 ml of DMSO and 250 ml THF cooled to 20° is added 130 ml of a 2.4M solution of n-butyllithium dropwise over a period of 30 min. After stirring for 45 min, a solution of 10.7 g 3-pyridine-carboxaldehyde in 25 ml of THF is added dropwise, then the solution is stirred for 1 h before adding water and ethyl acetate. The aqueous layer is separated, acidified to pH 6 and extracted with ethyl acetate. The ethyl ac...